describe an organic reaction: reactants, conditions, products, and yield From a dataset of the Open Reaction Database (ORD), a public repository of structured organic reaction records. The reactants are C(C)(C)(C)OC(=O)N[C@@H](CC=1N=CSC1)C(=O)O (N-(tert-butoxycarbonyl)-3-(4-thiazolyl)-L-alanine), O.C1(=CC=C(C=C1)S(=O)(=O)O)C (p-toluenesulfonic acid hydrate). Run in FC(C(=O)O)(F)F (Trifluoroacetic acid). Conditions: time 2 hour. Yields the product C1(=CC=C(C=C1)S(=O)(=O)O)C.S1C=NC(=C1)C[C@H](N)C(=O)O (3-(4-thiazolyl)-L-alanine p-toluenesulfonate). RXN SMILES: C(OC([NH:8][C@H:9]([C:16]([OH:18])=[O:17])[CH2:10][C:11]1[N:12]=[CH:13][S:14][CH:15]=1)=O)(C)(C)C.O.[C:20]1([CH3:30])[CH:25]=[CH:24][C:23]([S:26]([OH:29])(=[O:28])=[O:27])=[CH:22][CH:21]=1>FC(F)(F)C(O)=O>[C:20]1([CH3:30])[CH:21]=[CH:22][C:23]([S:26]([OH:29])(=[O:27])=[O:28])=[CH:24][CH:25]=1.[S:14]1[CH:15]=[C:11]([CH2:10][C@@H:9]([C:16]([OH:18])=[O:17])[NH2:8])[N:12]=[CH:13]1 |f:1.2,4.5|. Procedure: Trifluoroacetic acid (80 ml) was added to N-(tert-butoxycarbonyl)-3-(4-thiazolyl)-L-alanine (42, 21.79 g, 80 mmol) which was synthesized in accordance with the method described in the literature (Synth. Commun., 20, 3507 (1990)) and the resulting mixture was stirred for 2 h under ice-cooling, Subsequently, to the mixture was added p-toluenesulfonic acid hydrate (15.22 g, 80 mmol) and the resulting mixture was stirred for 30 min. at room temperature. The reaction mixture was concentrated in vacuo...